Dataset: the Open Reaction Database (ORD), a public repository of structured organic reaction records. Task: describe an organic reaction: reactants, conditions, products, and yield Reactants: [H-].[Na+] (sodium hydride), OC1=CC2=CC=CC=C2C=C1C(=O)O (2-hydroxy-3-naphthoic acid), CI (methyl iodide). Solvent: CN(C=O)C (dimethyl formamide). Yields the product COC1=CC2=CC=CC=C2C=C1C(=O)O (2-methoxy-3-naphthoic acid). As a reaction SMILES: [OH:1][C:2]1[C:11]([C:12]([OH:14])=[O:13])=[CH:10][C:9]2[C:4](=[CH:5][CH:6]=[CH:7][CH:8]=2)[CH:3]=1.[H-].[Na+].[CH3:17]I>CN(C)C=O>[CH3:17][O:1][C:2]1[C:11]([C:12]([OH:14])=[O:13])=[CH:10][C:9]2[C:4](=[CH:5][CH:6]=[CH:7][CH:8]=2)[CH:3]=1 |f:1.2|. Procedure: Five grams of 2-hydroxy-3-naphthoic acid was dissolved in 220 ml of dimethyl formamide, 3.74 grams of sodium hydride was added thereto little by little with ice cooling and stirring, then 11.0 grams of methyl iodide was added, and the mixture was stirred at room temperature for twelve hours. The reaction solution was partitioned between benzene and water, the benzene layer was collected, dried over anhydrous magnesium sulfate, the solvent was evaporated therefrom, and the residue was dried. To t...